This data is from the Open Reaction Database (ORD), a public repository of structured organic reaction records. The task is: describe an organic reaction: reactants, conditions, products, and yield The reactants are C1CCOC1, COC(=O)CSc1ccc(Cl)cn1, Cl, [Li+], [OH-], O, O. Yields the product O=C(O)CSc1ccc(Cl)cn1. As a reaction SMILES: [CH2:18]1[O:19][CH2:20][CH2:21][CH2:22]1.[CH3:1][O:2][C:3]([CH2:4][S:5][c:6]1[n:7][cH:8][c:9]([Cl:12])[cH:10][cH:11]1)=[O:13].[ClH:17].[Li+:15].[OH-:14].[OH2:16].[OH2:23]>>[O:2]=[C:3]([CH2:4][S:5][c:6]1[n:7][cH:8][c:9]([Cl:12])[cH:10][cH:11]1)[OH:13]. Reactants: BrC1=CC=C(C=C1)NC(C1=CC(=C(C=C1)Cl)[N+](=O)[O-])=O (N-(4-Bromo-phenyl)-4-chloro-3-nitro-benzamide), NC1=CC=C(C=C1)O (4-aminophenol), [OH-].[K+] (potassium hydroxide), Cl (hydrochloric acid), resultant solution. Run in O (water), CS(=O)C (dimethyl sulfoxide). Reaction conditions: temperature 100 celsius. The product is NC1=CC=C(OC2=C(C=C(C(=O)NC3=CC=C(C=C3)Br)C=C2)[N+](=O)[O-])C=C1 (4-(4-Amino-phenoxy)-N-(4-bromo-phenyl)-3-nitro-benzamide). Yield: 98.1%. Reaction SMILES: [Br:1][C:2]1[CH:7]=[CH:6][C:5]([NH:8][C:9](=[O:20])[C:10]2[CH:15]=[CH:14][C:13](Cl)=[C:12]([N+:17]([O-:19])=[O:18])[CH:11]=2)=[CH:4][CH:3]=1.[NH2:21][C:22]1[CH:27]=[CH:26][C:25]([OH:28])=[CH:24][CH:23]=1.[OH-].[K+].Cl>CS(C)=O.O>[NH2:21][C:22]1[CH:27]=[CH:26][C:25]([O:28][C:13]2[CH:14]=[CH:15][C:10]([C:9]([NH:8][C:5]3[CH:6]=[CH:7][C:2]([Br:1])=[CH:3][CH:4]=3)=[O:20])=[CH:11][C:12]=2[N+:17]([O-:19])=[O:18])=[CH:24][CH:23]=1 |f:2.3|. Procedure: A mixture of the product from Example 10A (3.55g, 10 mmol), 4-aminophenol (1.09 g, 10 mmol), and potassium hydroxide (1.12 g, 20 mmol) were dissolved in dimethyl sulfoxide (15 mL) and heated at 100° C. in a CEM Discover microwave for 25 minutes. The mixture was then cooled to room temperature, poured into water (300 mL), the pH of the solution adjusted to 6 with 1N aqueous hydrochloric acid, the resultant solution stirred for 30 minutes and the resultant solid collected and dried to provide the ... Starting materials: C[C@@H]1[C@@H]2[C@H](C(=O)N2C(=C1S[C@H]3C[C@H](NC3)C(=O)N(C)C)C(=O)O)[C@@H](C)O.O.O.O (meropenem trihydrate), C([O-])([O-])=O.[Na+].[Na+] (sodium carbonate), blended material. Solvent: O (water). Product: C[C@@H]1[C@@H]2[C@H](C(=O)N2C(=C1S[C@H]3C[C@H](NC3)C(=O)N(C)C)C(=O)O)[C@@H](C)O (meropenem), C([O-])([O-])=O.[Na+].[Na+] (sodium carbonate). Reaction SMILES: [CH3:1][C@H:2]1[C:9]([S:10][C@@H:11]2[CH2:15][NH:14][C@H:13]([C:16]([N:18]([CH3:20])[CH3:19])=[O:17])[CH2:12]2)=[C:8]([C:21]([OH:23])=[O:22])[N:7]2[C@H:3]1[C@@H:4]([C@H:24]([OH:26])[CH3:25])[C:5]2=[O:6].O.O.O.[C:30](=[O:33])([O-:32])[O-:31].[Na+:34].[Na+]>O>[CH3:1][C@H:2]1[C:9]([S:10][C@@H:11]2[CH2:15][NH:14][C@H:13]([C:16]([N:18]([CH3:19])[CH3:20])=[O:17])[CH2:12]2)=[C:8]([C:21]([OH:23])=[O:22])[N:7]2[C@H:3]1[C@@H:4]([C@H:24]([OH:26])[CH3:25])[C:5]2=[O:6].[C:30](=[O:31])([O-:33])[O-:32].[Na+:34].[Na+:34] |f:0.1.2.3,4.5.6,9.10.11|. Reported procedure: The following formulations were prepared by mixing the ingredients shown below in a refrigerated vessel (2-8° C.). The meropenem trihydrate was received as bulk raw material (meropenem bulk blend) that already contained added sodium carbonate (Na2CO3). Dissolution of 1.42 g of the blended material in 50 mL of distilled water resulted in a final concentration of 20 mg/mL meropenem and 4.16 mg/mL sodium carbonate.